This data is from the Open Reaction Database (ORD), a public repository of structured organic reaction records. The task is: describe an organic reaction: reactants, conditions, products, and yield RXN SMILES: [F:1][C:2]1[CH:32]=[CH:31][C:5]([C:6]([C:8]2[CH:30]=[CH:29][C:11]([O:12][CH2:13][C:14]#[C:15][C:16]3[CH:21]=[CH:20][C:19]([CH2:22][C@H:23]([O:27][CH3:28])[C:24]([OH:26])=[O:25])=[CH:18][CH:17]=3)=[CH:10][CH:9]=2)=O)=[CH:4][CH:3]=1.[NH2:33][OH:34].N1C=CC=CC=1>C(O)C>[F:1][C:2]1[CH:32]=[CH:31][C:5]([C:6](=[N:33][OH:34])[C:8]2[CH:30]=[CH:29][C:11]([O:12][CH2:13][C:14]#[C:15][C:16]3[CH:21]=[CH:20][C:19]([CH2:22][C@H:23]([O:27][CH3:28])[C:24]([OH:26])=[O:25])=[CH:18][CH:17]=3)=[CH:10][CH:9]=2)=[CH:4][CH:3]=1. Yields the product FC1=CC=C(C=C1)C(C1=CC=C(OCC#CC2=CC=C(C=C2)C[C@@H](C(=O)O)OC)C=C1)=NO ((2S)-3-[4-(3-{4-[(4-Fluoro-phenyl)-hydroxyimino-methyl]-phenoxy}-prop-1-ynyl)-phenyl]-2-methoxy-propionic acid). Procedure details: (2S)-3-(4-{3-[4-(4-Fluoro-benzoyl)-phenoxy]-prop-1-ynyl}-phenyl)-2-methoxy-propionic acid from Example 12 (0.01 mmol, 1 eq) was mixed with Hydroxylamine chlorydrate (4 eq), pyridine (10 eq) and Ethanol (2 ml) and the mixture reaction was stirred overnight. The ethanol was evaporated under vacuo and HCl 0.5% was added to the residue to pH=3. Extracted with Ethyl Acetate and concentrated to give the title product as a mixture of two oximes. MS(ES) for C26H22FNO5 [M+H]+: 448.2, [M−H]−: 446.2. Starting materials: FC1=CC=C(C(=O)C2=CC=C(OCC#CC3=CC=C(C=C3)C[C@@H](C(=O)O)OC)C=C2)C=C1 ((2S)-3-(4-{3-[4-(4-Fluoro-benzoyl)-phenoxy]-prop-1-ynyl}-phenyl)-2-methoxy-propionic acid), NO (Hydroxylamine), N1=CC=CC=C1 (pyridine). Run in C(C)O (Ethanol). Reaction conditions: time 8 hour. Reactants: CC(=O)C.OS(=O)(=O)O.O=[Cr](=O)=O (Jones Reagent), OC(C(=O)OCC)CC (ethyl 2-hydroxybutanoate). The solvent is CC(=O)C (acetone). Conditions: time 10 minute. Yields the product O=C(C(=O)OCC)CC (ethyl 2-oxobutanoate). The yield is 13.3%. RXN SMILES: CC(C)=O.OS(O)(=O)=O.O=[Cr](=O)=O.[OH:14][CH:15]([CH2:21][CH3:22])[C:16]([O:18][CH2:19][CH3:20])=[O:17]>CC(C)=O>[O:14]=[C:15]([CH2:21][CH3:22])[C:16]([O:18][CH2:19][CH3:20])=[O:17] |f:0.1.2|. Procedure: Jones Reagent (2.67 M, 7.51 mL, 20.05 mmol) was added dropwise to ethyl 2-hydroxybutanoate (2.65 g, 20.05 mmol) in acetone (67 mL) at 0° C., then the reaction mixture was stirred for 10 minutes. Any excess Jones reagent was quenched by the addition of iso-propanol, then the reaction mixture was neutralized with saturated sodium bicarbonate, and the acetone was removed by evaporation. Water was added and the solution was extracted with diethyl ether. The organic layer was dried over anhydrous mag... The reactants are C(C=CC1=CC=CC=C1)#N (cinnamonitrile), C1(=CC=C(C=C1)S(=O)(=O)C[N+]#[C-])C ((para-toluenesulfonyl)methylisocyanide), [H-].[Na+] (sodium hydride). Solvent: CCOCC (ether), CS(=O)C (dimethyl sulfoxide), CCOCC (ether), O (water). Conditions: time 2 hour. Product: C(#N)C1=CNC=C1C1=CC=CC=C1 (3-Cyano-4-phenyl-1H-pyrrole). Reaction SMILES: [C:1](#[N:10])[CH:2]=[CH:3][C:4]1[CH:9]=[CH:8][CH:7]=[CH:6][CH:5]=1.C1(C)C=CC(S([CH2:20][N+:21]#[C-:22])(=O)=O)=CC=1.[H-].[Na+]>CCOCC.CS(C)=O.O>[C:1]([C:2]1[C:3]([C:4]2[CH:9]=[CH:8][CH:7]=[CH:6][CH:5]=2)=[CH:22][NH:21][CH:20]=1)#[N:10] |f:2.3|. Procedure details: A solution of cinnamonitrile (16.53 g) and (para-toluenesulfonyl)methylisocyanide (25 g) in a mixture of ether and dimethyl sulfoxide (450 mL, 2:1) was added dropwise to a stirred suspension of sodium hydride (6.14 g, 60% dispersion in mineral oil) in ether (50 mL). An exothermic reaction took place. The reaction mixture was then stirred at room temperature for 2 hours, then diluted with water (500 mL) and this mixture was extracted three times with ether (250 mL). The combined extracts were was... Product: O=C(CCC(=O)N1CCCC1CO)NCCCN1CCCC1=O. Reaction SMILES: [CH:35]1([N:36]=[C:37]=[N:38][CH:39]2[CH2:40][CH2:41][CH2:42][CH2:43][CH2:44]2)[CH2:45][CH2:46][CH2:47][CH2:48][CH2:49]1.[NH:18]1[CH:19]([CH2:20][OH:21])[CH2:22][CH2:23][CH2:24]1.[O:1]=[C:2]([CH2:3][CH2:4][C:5](=[O:6])[OH:7])[NH:8][CH2:9][CH2:10][CH2:11][N:12]1[C:13](=[O:17])[CH2:14][CH2:15][CH2:16]1.[O:50]=[CH:51][N:52]([CH3:53])[CH3:54].[OH:25][n:26]1[c:27]2[c:28]([cH:29][cH:30][cH:31][cH:32]2)[n:33][n:34]1>>[O:1]=[C:2]([CH2:3][CH2:4][C:5](=[O:7])[N:18]1[CH:19]([CH2:20][OH:21])[CH2:22][CH2:23][CH2:24]1)[NH:8][CH2:9][CH2:10][CH2:11][N:12]1[C:13](=[O:17])[CH2:14][CH2:15][CH2:16]1. The reactants are C(=NC1CCCCC1)=NC1CCCCC1, OCC1CCCN1, O=C(O)CCC(=O)NCCCN1CCCC1=O, CN(C)C=O, On1nnc2ccccc21. Starting materials: CC(=O)O, CN1CCC23c4c5ccc(Oc6nnnn6-c6ccccc6)c4OC2C(=O)CCC3(OCCCc2ccccc2)C1C5. The product is CN1CCC23c4c5cccc4OC2C(=O)CCC3(OCCCc2ccccc2)C1C5. As a reaction SMILES: [CH3:43][C:44](=[O:45])[OH:46].[O:1]1[c:2]2[c:3]([O:31][c:32]3[n:33](-[c:34]4[cH:35][cH:36][cH:37][cH:38][cH:39]4)[n:40][n:41][n:42]3)[cH:4][cH:5][c:6]3[c:15]2[C:14]24[C:9]([O:21][CH2:22][CH2:23][CH2:24][c:25]5[cH:26][cH:27][cH:28][cH:29][cH:30]5)([CH:8]([CH2:7]3)[N:18]([CH3:19])[CH2:17][CH2:16]2)[CH2:10][CH2:11][C:12](=[O:20])[CH:13]14>>[O:1]1[c:2]2[cH:3][cH:4][cH:5][c:6]3[c:15]2[C:14]24[C:9]([O:21][CH2:22][CH2:23][CH2:24][c:25]5[cH:26][cH:27][cH:28][cH:29][cH:30]5)([CH:8]([CH2:7]3)[N:18]([CH3:19])[CH2:17][CH2:16]2)[CH2:10][CH2:11][C:12](=[O:20])[CH:13]14. Reactants: O=C1CCC(=O)N1Br, Cc1ccc(C(=O)O)cc1N, CN(C)C=O, O. Yields the product Cc1cc(Br)c(C(=O)O)cc1N. RXN SMILES: [Br:12][N:13]1[C:14](=[O:15])[CH2:16][CH2:17][C:18]1=[O:19].[NH2:1][c:2]1[cH:3][c:4]([C:5](=[O:6])[OH:7])[cH:8][cH:9][c:10]1[CH3:11].[O:21]=[CH:22][N:23]([CH3:24])[CH3:25].[OH2:20]>>[NH2:1][c:2]1[cH:3][c:4]([C:5](=[O:6])[OH:7])[c:8]([Br:12])[cH:9][c:10]1[CH3:11].